This data is from the Open Reaction Database (ORD), a public repository of structured organic reaction records. The task is: describe an organic reaction: reactants, conditions, products, and yield The reactants are NC1=C(C=NN1C1=CC(=C(C=C1)OCC(C)(C)C)C#N)C(=O)OCC (ethyl 5-amino-1-(3-cyano-4-neopentyloxyphenyl)pyrazole-4-carboxylate), diazonium salt, Cl (hydrochloric acid), N(=O)[O-].[Na+] (sodium nitrite). The reagents and catalysts are [Cu]Cl (copper (I) chloride). The solvent is C(C)(=O)OCC (ethyl acetate). Conditions: temperature 60 celsius. Product: ClC1=C(C=NN1C1=CC(=C(C=C1)OCC(C)(C)C)C#N)C(=O)OCC (ethyl 5chloro-1-(3-cyano-4-neopentyloxyphenyl)pyrazole-4-carboxylate). As a reaction SMILES: N[C:2]1[N:6]([C:7]2[CH:12]=[CH:11][C:10]([O:13][CH2:14][C:15]([CH3:18])([CH3:17])[CH3:16])=[C:9]([C:19]#[N:20])[CH:8]=2)[N:5]=[CH:4][C:3]=1[C:21]([O:23][CH2:24][CH3:25])=[O:22].[ClH:26].N([O-])=O.[Na+]>[Cu]Cl.C(OCC)(=O)C>[Cl:26][C:2]1[N:6]([C:7]2[CH:12]=[CH:11][C:10]([O:13][CH2:14][C:15]([CH3:18])([CH3:17])[CH3:16])=[C:9]([C:19]#[N:20])[CH:8]=2)[N:5]=[CH:4][C:3]=1[C:21]([O:23][CH2:24][CH3:25])=[O:22] |f:2.3|. Procedure: To a solution (15 ml) of ethyl 5-amino-1-(3-cyano-4-neopentyloxyphenyl)pyrazole-4-carboxylate (2.09 g) obtained in Example 31 in con. hydrochloric acid was added an aqueous solution (4 ml) of sodium nitrite (0.62 g) with stirring under ice-cooling. To this diazonium salt solution was gradually added copper (I) chloride (1.49 g) under ice-cooling. After the dropwise addition, the reaction mixture was heated at 60° C. for 1 hour. After the completion of the reaction, the reaction mix was enacted w... Reactants: NC1=C(C=CC(=C1)C(C)(C)C)O (2-amino-4-tert-butylphenol), FC(C1=C(C=CC=C1)C1=CC=C(O1)C=O)(F)F (5-(2-(trifluoromethyl)phenyl)furan-2-carbaldehyde). The product is C(C)(C)(C)C1=CC(=C(C=C1)O)N=CC=1OC(=CC1)C1=C(C=CC=C1)C(F)(F)F (4-tert-butyl-2-{[5-(2-(trifluoromethyl)phenyl)furan-2-yl]methyleneamino}phenol), powder. The yield is 91.0%. RXN SMILES: [NH2:1][C:2]1[CH:7]=[C:6]([C:8]([CH3:11])([CH3:10])[CH3:9])[CH:5]=[CH:4][C:3]=1[OH:12].[F:13][C:14]([F:29])([F:28])[C:15]1[CH:20]=[CH:19][CH:18]=[CH:17][C:16]=1[C:21]1[O:25][C:24]([CH:26]=O)=[CH:23][CH:22]=1>>[C:8]([C:6]1[CH:5]=[CH:4][C:3]([OH:12])=[C:2]([N:1]=[CH:26][C:24]2[O:25][C:21]([C:16]3[CH:17]=[CH:18][CH:19]=[CH:20][C:15]=3[C:14]([F:28])([F:13])[F:29])=[CH:22][CH:23]=2)[CH:7]=1)([CH3:9])([CH3:11])[CH3:10]. Procedure details: Using 2-amino-4-tert-butylphenol and 5-(2-(trifluoromethyl)phenyl)furan-2-carbaldehyde, 4.25 g of 4-tert-butyl-2-{[5-(2-(trifluoromethyl)phenyl)furan-2-yl]methyleneamino}phenol were obtained as a yellow powder (yield 91%). Starting materials: solution, C(C=C)[Mg]Br (allylmagnesium bromide), O (Water), ClCCC(=O)Cl (3-Chloro-propionyl chloride), O1CCCC1 (tetrahydrofuran), Cl (hydrochloric acid). The solvent is C(C)OCC (diethyl ether). Reaction conditions: temperature -15 celsius, time 8 hour. Yields the product ClCCC(CC=C)(CC=C)O (4-(2-chloro-ethyl)-hepta-1,6-dien-4-ol). RXN SMILES: [Cl:1][CH2:2][CH2:3][C:4](Cl)=[O:5].[CH2:7]([Mg]Br)[CH:8]=[CH2:9].O.Cl.O1C[CH2:17][CH2:16][CH2:15]1>C(OCC)C>[Cl:1][CH2:2][CH2:3][C:4]([OH:5])([CH2:17][CH:16]=[CH2:15])[CH2:7][CH:8]=[CH2:9]. Procedure: 3-Chloro-propionyl chloride (5.00 g) dissolved in tetrahydrofuran (50 mL) is added dropwise to a 1 M solution of allylmagnesium bromide in diethyl ether (72 mL) cooled to −15° C. The solution is warmed in the cooling bath to room temperature over a period of 2 h and stirred at room temperature overnight. Water is then added and the resulting mixture is neutralized using 4 M aqueous hydrochloric acid. The mixture is extracted with diethyl ether (3×) and the combined extracts are washed with water...